From a dataset of the Open Reaction Database (ORD), a public repository of structured organic reaction records. describe an organic reaction: reactants, conditions, products, and yield Starting materials: Cc1ccc(S(=O)(=O)OCC2Cc3cc(C)cc(-c4ccccc4Cl)c3O2)cc1, CN, Cl. Product: CNCC1Cc2cc(C)cc(-c3ccccc3Cl)c2O1. Reaction SMILES: [CH3:2][c:3]1[cH:4][cH:5][c:6]([S:7]([O:8][CH2:13][CH:14]2[O:15][c:16]3[c:17]([cH:19][c:20]([CH3:30])[cH:21][c:22]3-[c:23]3[c:24]([Cl:29])[cH:25][cH:26][cH:27][cH:28]3)[CH2:18]2)(=[O:9])=[O:10])[cH:11][cH:12]1.[CH3:31][NH2:32].[ClH:1]>>[CH2:13]([CH:14]1[O:15][c:16]2[c:17]([cH:19][c:20]([CH3:30])[cH:21][c:22]2-[c:23]2[c:24]([Cl:29])[cH:25][cH:26][cH:27][cH:28]2)[CH2:18]1)[NH:32][CH3:31].